The task is: describe an organic reaction: reactants, conditions, products, and yield. This data is from the Open Reaction Database (ORD), a public repository of structured organic reaction records. Reaction SMILES: [F:1][C:2]1[CH:7]=[CH:6][C:5](/[CH:8]=[CH:9]/[C:10]2[CH:15]=[CH:14][N:13]=[CH:12][CH:11]=2)=[CH:4][CH:3]=1.[CH2:16](Br)[C:17]1[CH:22]=[CH:21][CH:20]=[CH:19][CH:18]=1.[BH4-].[Na+]>CN(C)C=O.C(O)C>[CH2:16]([N:13]1[CH2:12][CH:11]=[C:10](/[CH:9]=[CH:8]/[C:5]2[CH:4]=[CH:3][C:2]([F:1])=[CH:7][CH:6]=2)[CH2:15][CH2:14]1)[C:17]1[CH:22]=[CH:21][CH:20]=[CH:19][CH:18]=1 |f:2.3|. Reaction conditions: temperature 90 celsius, time 1 hour. Procedure details: To a solution of (E)-4-[2-(4-fluorophenyl)ethenyl]pyridine (18.75 g, 94.2 mmol) in dimethylformamide (30 ml) at 90° C. was added benzyl bromide (11.9 ml, 100 mmol) and the reaction stirred at 90° C. for 1 hour. The reaction was cooled to room temperature, diluted with ethanol (400 ml) and sodium borohydride (4 g, 105 mmol) added in portions. The reaction was stirred at room temperature for 2 hours, after which time the solvent was evaporated to a slurry. Methanol was added, and the resultant sol... Run in C(C)O (ethanol), CN(C=O)C (dimethylformamide). Yield: 43.4%. Yields the product C(C1=CC=CC=C1)N1CCC(=CC1)\C=C\C1=CC=C(C=C1)F ((E)-1-benzyl-4-[2-(4-fluorophenyl)ethenyl]-1,2,3,6-tetrahydropyridine). Reactants: [BH4-].[Na+] (sodium borohydride), FC1=CC=C(C=C1)/C=C/C1=CC=NC=C1 ((E)-4-[2-(4-fluorophenyl)ethenyl]pyridine), C(C1=CC=CC=C1)Br (benzyl bromide). Starting materials: Cl.N[C@H]1C(N(CC1)CC1=CC(=CC=C1)O)=O ((R)-3-Amino-1-(3-hydroxybenzyl)-2-oxopyrrolidine hydrochloride), [BH3-]C#N.[Na+] (NaCNBH3), C(#N)C1=C(C=C(CN2C=NC=C2C=O)C=C1)F (1-(4-cyano-3-fluorobenzyl)-5-imidazolecarboxaldehyde), C(C)(C)N(C(C)C)CC (N,N-diisopropylethylamine). Run in CO (MeOH). Reaction conditions: time 1 hour. The product is FC1=C(C#N)C=CC(=C1)CN1C=NC=C1CN[C@H]1C(N(CC1)CC1=CC(=CC=C1)O)=O ((R)-2-Fluoro-4-(5-{[1-(3 -hydroxybenzyl)-2-oxopyrrolidin-3-ylamino]methyl}imidazol-1-ylmethyl)benzonitrile). Reaction SMILES: Cl.[NH2:2][C@@H:3]1[CH2:7][CH2:6][N:5]([CH2:8][C:9]2[CH:14]=[CH:13][CH:12]=[C:11]([OH:15])[CH:10]=2)[C:4]1=[O:16].[C:17]([C:19]1[CH:32]=[CH:31][C:22]([CH2:23][N:24]2[C:28]([CH:29]=O)=[CH:27][N:26]=[CH:25]2)=[CH:21][C:20]=1[F:33])#[N:18].C(N(CC)C(C)C)(C)C.[BH3-]C#N.[Na+]>CO>[F:33][C:20]1[CH:21]=[C:22]([CH2:23][N:24]2[C:28]([CH2:29][NH:2][C@@H:3]3[CH2:7][CH2:6][N:5]([CH2:8][C:9]4[CH:14]=[CH:13][CH:12]=[C:11]([OH:15])[CH:10]=4)[C:4]3=[O:16])=[CH:27][N:26]=[CH:25]2)[CH:31]=[CH:32][C:19]=1[C:17]#[N:18] |f:0.1,4.5|. Procedure: (R)-3-Amino-1-(3-hydroxybenzyl)-2-oxopyrrolidine hydrochloride, as described above in Step N, (200 mg, 0.82 mmol) and 1-(4-cyano-3-fluorobenzyl)-5-imidazolecarboxaldehyde, as described above in Step G, (197 mg, 0.86 mmol), were stirred in MeOH (7 mL) and N,N-diisopropylethylamine was added dropwise to adjust the mixture to ca. pH 5, as judged by wetted pH paper. The mixture was stirred for 1 hour at ambient temperature, then NaCNBH3 (54 mg, 0.86 mmol) was added and stirring was continued for 18 ...